Dataset: the Open Reaction Database (ORD), a public repository of structured organic reaction records. Task: describe an organic reaction: reactants, conditions, products, and yield Reactants: ClC1=C(C=C2C(=N1)C=CS2)C=O (5-chlorothieno[3,2-b]pyridine-6-carbaldehyde), C1(=CC=CC=C1)B(O)O (phenylboronic acid), C(=O)([O-])[O-].[K+].[K+] (K2CO3). The reagents and catalysts are C=1C=CC(=CC1)[P](C=2C=CC=CC2)(C=3C=CC=CC3)[Pd]([P](C=4C=CC=CC4)(C=5C=CC=CC5)C=6C=CC=CC6)([P](C=7C=CC=CC7)(C=8C=CC=CC8)C=9C=CC=CC9)[P](C=1C=CC=CC1)(C=1C=CC=CC1)C=1C=CC=CC1 (Pd(PPh3)4). Solvent: COCCOC.O (DME water). Reaction conditions: temperature 100 celsius. Yields the product C1(=CC=CC=C1)C1=C(C=C2C(=N1)C=CS2)C=O (5-Phenylthieno[3,2-b]pyridine-6-carbaldehyde). Yield: 86.5%. RXN SMILES: Cl[C:2]1[N:7]=[C:6]2[CH:8]=[CH:9][S:10][C:5]2=[CH:4][C:3]=1[CH:11]=[O:12].[C:13]1(B(O)O)[CH:18]=[CH:17][CH:16]=[CH:15][CH:14]=1.C([O-])([O-])=O.[K+].[K+]>COCCOC.O.C1C=CC([P]([Pd]([P](C2C=CC=CC=2)(C2C=CC=CC=2)C2C=CC=CC=2)([P](C2C=CC=CC=2)(C2C=CC=CC=2)C2C=CC=CC=2)[P](C2C=CC=CC=2)(C2C=CC=CC=2)C2C=CC=CC=2)(C2C=CC=CC=2)C2C=CC=CC=2)=CC=1>[C:13]1([C:2]2[N:7]=[C:6]3[CH:8]=[CH:9][S:10][C:5]3=[CH:4][C:3]=2[CH:11]=[O:12])[CH:18]=[CH:17][CH:16]=[CH:15][CH:14]=1 |f:2.3.4,5.6,^1:38,40,59,78|. Procedure details: To a solution of 5-chlorothieno[3,2-b]pyridine-6-carbaldehyde (396 mg, 2.01 mmol) in DME/water (10 mL/2 mL) was added phenylboronic acid (306 mg, 2.51 mmol), K2CO3 (833 mg, 6.03 mmol) and Pd(PPh3)4 (116 mg, 0.1 mmol). The mixture was degassed before being heated in a sealed tube at 100° C. for 5 h. The reaction mixture was allowed to cool to room temperature, diluted with EtOAc (25 mL), washed with water (2×10 mL) and washed with brine (10 mL). The organic layer was separated, dried (MgSO4), fil... Reactants: ClCCl, CC(C)O, Cn1ccnc1SCC(O)(Cn1cncn1)c1ccc(Cl)cc1Cl, O=C(OO)c1cccc(Cl)c1. Product: Cn1ccnc1S(=O)CC(O)(Cn1cncn1)c1ccc(Cl)cc1Cl. As a reaction SMILES: [CH2:36]([Cl:37])[Cl:38].[CH:39]([OH:40])([CH3:41])[CH3:42].[Cl:1][c:2]1[c:3]([C:9]([CH2:10][n:11]2[n:12][cH:13][n:14][cH:15]2)([CH2:16][S:17][c:18]2[n:19]([CH3:23])[cH:20][cH:21][n:22]2)[OH:24])[cH:4][cH:5][c:6]([Cl:8])[cH:7]1.[Cl:25][c:26]1[cH:27][cH:28][cH:29][c:30]([C:31]([O:32][OH:34])=[O:33])[cH:35]1>>[Cl:1][c:2]1[c:3]([C:9]([CH2:10][n:11]2[n:12][cH:13][n:14][cH:15]2)([CH2:16][S:17]([c:18]2[n:19]([CH3:23])[cH:20][cH:21][n:22]2)=[O:33])[OH:24])[cH:4][cH:5][c:6]([Cl:8])[cH:7]1.